describe an organic reaction: reactants, conditions, products, and yield From a dataset of the Open Reaction Database (ORD), a public repository of structured organic reaction records. Yields the product CC(C)(C)N1C(=O)C(NCCOc2ccccc2)=C(c2ccccc2)S1(=O)=O. The reactants are CC(C)(C)N1C(=O)C(Cl)=C(c2ccccc2)S1(=O)=O, NCCOc1ccccc1. As a reaction SMILES: [C:11]([CH3:12])([CH3:13])([CH3:14])[N:15]1[S:16](=[O:28])(=[O:29])[C:17]([c:22]2[cH:23][cH:24][cH:25][cH:26][cH:27]2)=[C:18]([Cl:21])[C:19]1=[O:20].[O:1]([c:2]1[cH:3][cH:4][cH:5][cH:6][cH:7]1)[CH2:8][CH2:9][NH2:10]>>[O:1]([c:2]1[cH:3][cH:4][cH:5][cH:6][cH:7]1)[CH2:8][CH2:9][NH:10][C:18]1=[C:17]([c:22]2[cH:23][cH:24][cH:25][cH:26][cH:27]2)[S:16](=[O:28])(=[O:29])[N:15]([C:11]([CH3:12])([CH3:13])[CH3:14])[C:19]1=[O:20]. The reactants are BrC1=C(C=C(C=C1)O)Cl (4-Bromo-3-chloro-phenol), [H-].[Na+] (NaH), ICC (iodethane), CN(C)C=O (DMF). Run in C1CCOC1 (THF), C1CCOC1 (THF). Run at time 30 minute. Product: BrC1=C(C=C(C=C1)OCC)Cl (1-bromo-2-chloro-4-ethoxybenzene). The yield is 81.2%. As a reaction SMILES: [Br:1][C:2]1[CH:7]=[CH:6][C:5]([OH:8])=[CH:4][C:3]=1[Cl:9].[H-].[Na+].CN(C=O)C.I[CH2:18][CH3:19]>C1COCC1>[Br:1][C:2]1[CH:7]=[CH:6][C:5]([O:8][CH2:18][CH3:19])=[CH:4][C:3]=1[Cl:9] |f:1.2|. Procedure details: The 4-Bromo-3-chloro-phenol (24 mmol, 5 g) in anhydrous THF (50 mL) was added to a stirred solution of NaH (60%) in mineral oil, 120 mmol, 4.8 g) in THF (100 mL) and DMF (42 mL) under N2 at room temperature. This solution stirred for 30 minutes. The iodethane (240 mmol, 19.2 mL) was then added. The solution was stirred and was refluxed overnight. The reaction was cooled and quenched with 1 N HCl (150 mL), extracted into CH2Cl2 (2×150 mL), dried over MgSO4, concentrated in vacuo, and distilled un... Reactants: [BH4-], CC(=O)O, CC(C)O, CC(C)(C)OC(=O)NC(Cc1cc(F)cc(F)c1)C(O)CN, [Na+], O=Cc1ccc2cc[nH]c2c1. Product: c1ccc2[nH]ccc2c1. As a reaction SMILES: [BH4-:38].[C:12]([OH:13])(=[O:14])[CH3:15].[CH3:40][CH:41]([OH:42])[CH3:43].[NH2:16][CH2:17][CH:18]([OH:19])[CH:20]([NH:21][C:22](=[O:23])[O:24][C:25]([CH3:26])([CH3:27])[CH3:28])[CH2:29][c:30]1[cH:31][c:32]([F:33])[cH:34][c:35]([F:36])[cH:37]1.[Na+:39].[nH:1]1[cH:2][cH:3][c:4]2[cH:5][cH:6][c:7]([CH:10]=[O:11])[cH:8][c:9]12>>[nH:1]1[cH:2][cH:3][c:4]2[cH:5][cH:6][cH:7][cH:8][c:9]12. The reactants are FC(OC1=C(C(=O)OC)C=CC(=C1)[N+](=O)[O-])F (methyl 2-(difluoromethoxy)-4-nitrobenzoate). Procedure: A mixture of methyl 2-(difluoromethoxy)-4-nitrobenzoate (330 mg, 1.3 mmol) and 10% Pd on carbon (50 mg) in THF (10 mL) was stirred at room temperature under hydrogen atmosphere for 6 hours. The solid was removed by filtration and the solvent was concentrated to give the crude aniline. LC-MS: m/z 218.1 (M+H)+ The reagents and catalysts are [Pd] (Pd on carbon). Run at time 6 hour. Product: NC1=CC(=C(C(=O)OC)C=C1)OC(F)F (Methyl 4-amino-2-(difluoromethoxy)benzoate). Solvent: C1CCOC1 (THF). RXN SMILES: [F:1][CH:2]([F:17])[O:3][C:4]1[CH:13]=[C:12]([N+:14]([O-])=O)[CH:11]=[CH:10][C:5]=1[C:6]([O:8][CH3:9])=[O:7]>C1COCC1.[Pd]>[NH2:14][C:12]1[CH:11]=[CH:10][C:5]([C:6]([O:8][CH3:9])=[O:7])=[C:4]([O:3][CH:2]([F:1])[F:17])[CH:13]=1. Reactants: CC(=O)O[BH-](OC(C)=O)OC(C)=O, CNCCc1ccc(OC)c(OC)c1, CC(=O)O, ClCCl, O=Cc1ccc(OCCCN2CCCCC2)cc1, [Na+], [Na+], [OH-]. Product: COc1ccc(CCN(C)Cc2ccc(OCCCN3CCCCC3)cc2)cc1OC. As a reaction SMILES: [C:33]([O:34][BH-:35]([O:36][C:37](=[O:38])[CH3:39])[O:40][C:41](=[O:42])[CH3:43])(=[O:44])[CH3:45].[CH3:19][O:20][c:21]1[cH:22][c:23]([CH2:29][CH2:30][NH:31][CH3:32])[cH:24][cH:25][c:26]1[O:27][CH3:28].[CH3:52][C:53](=[O:54])[OH:55].[Cl:49][CH2:50][Cl:51].[N:1]1([CH2:7][CH2:8][CH2:9][O:10][c:11]2[cH:12][cH:13][c:14]([CH:15]=[O:16])[cH:17][cH:18]2)[CH2:2][CH2:3][CH2:4][CH2:5][CH2:6]1.[Na+:46].[Na+:48].[OH-:47]>>[N:1]1([CH2:7][CH2:8][CH2:9][O:10][c:11]2[cH:12][cH:13][c:14]([CH2:15][N:31]([CH2:30][CH2:29][c:23]3[cH:22][c:21]([O:20][CH3:19])[c:26]([O:27][CH3:28])[cH:25][cH:24]3)[CH3:32])[cH:17][cH:18]2)[CH2:2][CH2:3][CH2:4][CH2:5][CH2:6]1. Starting materials: C1CCC2=NCCCN2CC1, CCO, CC#N, COc1c(C)ccc2cnc(Cl)nc12, NC1CCC(O)CC1. Yields the product COc1c(C)ccc2cnc(NC3CCC(O)CC3)nc12. Reaction SMILES: [CH2:23]1[CH2:24][CH2:25][C:26]2=[N:31][CH2:30][CH2:29][CH2:28][N:27]2[CH2:32][CH2:33]1.[CH3:34][CH2:35][OH:36].[CH3:37][C:38]#[N:39].[Cl:1][c:2]1[n:3][c:4]2[c:5]([O:13][CH3:14])[c:6]([CH3:12])[cH:7][cH:8][c:9]2[cH:10][n:11]1.[NH2:15][CH:16]1[CH2:17][CH2:18][CH:19]([OH:22])[CH2:20][CH2:21]1>>[c:2]1([NH:15][CH:16]2[CH2:17][CH2:18][CH:19]([OH:22])[CH2:20][CH2:21]2)[n:3][c:4]2[c:5]([O:13][CH3:14])[c:6]([CH3:12])[cH:7][cH:8][c:9]2[cH:10][n:11]1.